Dataset: the Open Reaction Database (ORD), a public repository of structured organic reaction records. Task: describe an organic reaction: reactants, conditions, products, and yield The reactants are CS(C)=O, Cc1cc(-c2sc(NC(=O)NCCc3cn(C(C)C)cn3)nc2C)nc(S(C)(=O)=O)n1, N#C[Na]. Product: Cc1cc(-c2sc(NC(=O)NCCc3cn(C(C)C)cn3)nc2C)nc(C#N)n1. Reaction SMILES: [CH3:35][S:36]([CH3:37])=[O:38].[CH:4]([CH3:5])([CH3:6])[n:7]1[cH:8][n:9][c:10]([CH2:12][CH2:13][NH:14][C:15](=[O:16])[NH:17][c:18]2[s:19][c:20](-[c:24]3[n:25][c:26]([S:31]([CH3:32])(=[O:33])=[O:34])[n:27][c:28]([CH3:30])[cH:29]3)[c:21]([CH3:23])[n:22]2)[cH:11]1.[Na:1][C:2]#[N:3]>>[C:2](#[N:3])[c:26]1[n:25][c:24](-[c:20]2[s:19][c:18]([NH:17][C:15]([NH:14][CH2:13][CH2:12][c:10]3[n:9][cH:8][n:7]([CH:4]([CH3:5])[CH3:6])[cH:11]3)=[O:16])[n:22][c:21]2[CH3:23])[cH:29][c:28]([CH3:30])[n:27]1.